This data is from the Open Reaction Database (ORD), a public repository of structured organic reaction records. The task is: describe an organic reaction: reactants, conditions, products, and yield Reactants: Cl.CC1S[C@H]2N(C(=C1)C(=O)OCC(Cl)(Cl)Cl)C(C2N)=O (2,2,2-trichloroethyl 2-methyl-7-amino-3-cephem-4-carboxylate hydrochloride), C[Si](C)(C)CC(=O)N (trimethylsilylacetamide), C(Cl)Cl (methylene chloride), O=C(CC(=O)Br)CBr (3-oxo-4-bromobutyryl bromide). The solvent is C(Cl)(Cl)(Cl)Cl (carbon tetrachloride), O (water). Reaction conditions: time 30 minute. The product is CC1S[C@H]2N(C(=C1)C(=O)OCC(Cl)(Cl)Cl)C(C2NC(CC(CBr)=O)=O)=O (2,2,2-trichloroethyl 2-methyl-7-(3 -oxo-4-bromobutyramido)-3-cephem-4-carboxylate). As a reaction SMILES: Cl.[CH3:2][CH:3]1[CH:8]=[C:7]([C:9]([O:11][CH2:12][C:13]([Cl:16])([Cl:15])[Cl:14])=[O:10])[N:6]2[C:17](=[O:20])[CH:18]([NH2:19])[C@H:5]2[S:4]1.C[Si](CC(N)=O)(C)C.C(Cl)Cl.[O:32]=[C:33]([CH2:38][Br:39])[CH2:34][C:35](Br)=[O:36]>C(Cl)(Cl)(Cl)Cl.O>[CH3:2][CH:3]1[CH:8]=[C:7]([C:9]([O:11][CH2:12][C:13]([Cl:16])([Cl:14])[Cl:15])=[O:10])[N:6]2[C:17](=[O:20])[CH:18]([NH:19][C:35](=[O:36])[CH2:34][C:33](=[O:32])[CH2:38][Br:39])[C@H:5]2[S:4]1 |f:0.1|. Procedure: A mixture of 2,2,2-trichloroethyl 2-methyl-7-amino-3-cephem-4-carboxylate hydrochloride (0.38 g.), trimethylsilylacetamide (1.1 g.) and methylene chloride (10 ml.) was stirred for 30 minutes at room temperature, and thus obtained solution was cooled to -15° C. To the solution was added dropwise 3-oxo-4-bromobutyryl bromide (1.0 m mole) in carbon tetrachloride (13 ml.) under cooling to -15° C., and the mixture was stirred for 1.5 hours at the same temperature and for 30 minutes without external c... The reactants are BrC=1C(=NC(=NC1)NC)[C@H](CC1=CC(=CC(=C1)F)F)NC(CN1N=C(C=2C(CCC(C12)(F)F)(F)F)C(F)F)=O ((S)—N-(1-(5-bromo-2-(methylamino)pyrimidin-4-yl)-2-(3,5-difluorophenyl)ethyl)-2-(3-(difluoromethyl)-4,4,7,7-tetrafluoro-4,5,6,7-tetrahydro-1H-indazol-1-yl)acetamide), BrC=1C(=NC(=NC1)S(=O)(=O)C)[C@H](CC1=CC(=CC(=C1)F)F)NC(CN1N=C(C=2C(CCC(C12)(F)F)(F)F)C(F)F)=O ((S)—N-(1-(5-bromo-2-(methylsulfonyl)pyrimidin-4-yl)-2-(3,5-difluorophenyl)ethyl)-2-(3-(difluoromethyl)-4,4,7,7-tetrafluoro-4,5,6,7-tetrahydro-1H-indazol-1-yl)acetamide), O1CCOC12CCNCC2 (1,4-dioxa-8-azaspiro[4.5]decane). Product: BrC=1C(=NC(=NC1)N1CCC2(OCCO2)CC1)[C@H](CC1=CC(=CC(=C1)F)F)NC(CN1N=C(C=2C(CCC(C12)(F)F)(F)F)C(F)F)=O ((S)—N-(1-(5-bromo-2-(1,4-dioxa-8-azaspiro[4.5]decan-8-yl)pyrimidin-4-yl)-2-(3,5-difluorophenyl)ethyl)-2-(3-(difluoromethyl)-4,4,7,7-tetrafluoro-4,5,6,7-tetrahydro-1H-indazol-1-yl)acetamide). Reaction SMILES: [Br:1][C:2]1[C:3]([C@@H:10]([NH:20][C:21](=[O:39])[CH2:22][N:23]2[C:31]3[C:30]([F:33])([F:32])[CH2:29][CH2:28][C:27]([F:35])([F:34])[C:26]=3[C:25]([CH:36]([F:38])[F:37])=[N:24]2)[CH2:11][C:12]2[CH:17]=[C:16]([F:18])[CH:15]=[C:14]([F:19])[CH:13]=2)=[N:4][C:5]([NH:8][CH3:9])=[N:6][CH:7]=1.BrC1C([C@@H](NC(=O)CN2C3C(F)(F)CCC(F)(F)C=3C(C(F)F)=N2)CC2C=C(F)C=C(F)C=2)=NC(S(C)(=O)=O)=NC=1.[O:81]1[C:85]2([CH2:90]CN[CH2:87][CH2:86]2)[O:84][CH2:83][CH2:82]1>>[Br:1][C:2]1[C:3]([C@@H:10]([NH:20][C:21](=[O:39])[CH2:22][N:23]2[C:31]3[C:30]([F:33])([F:32])[CH2:29][CH2:28][C:27]([F:34])([F:35])[C:26]=3[C:25]([CH:36]([F:37])[F:38])=[N:24]2)[CH2:11][C:12]2[CH:13]=[C:14]([F:19])[CH:15]=[C:16]([F:18])[CH:17]=2)=[N:4][C:5]([N:8]2[CH2:87][CH2:86][C:85]3([O:84][CH2:83][CH2:82][O:81]3)[CH2:90][CH2:9]2)=[N:6][CH:7]=1. Procedure details: The title compound (19A) was prepared according to the method presented for the synthesis of compound 14A of Example 14 utilizing 12C and 1,4-dioxa-8-azaspiro[4.5]decane. MS (m/z) 740.04 [M+H]+. Reactants: C1(=CC=CC=C1)O (phenol), [N+](=[N-])=C(C(=O)OC(C)(C)C)C(=O)OC(C)(C)C (di-t-butyl diazomalonate). The reagents and catalysts are C(C)(=O)[O-].[Rh+3].C(C)(=O)[O-].C(C)(=O)[O-] (rhodium acetate). Yields the product C(CC(=O)[O-])(=O)[O-].CCOCC (malonate ether). RXN SMILES: C1(O)C=CC=CC=1.[N+](=[C:10]([C:18]([O:20]C(C)(C)C)=[O:19])[C:11]([O:13][C:14](C)(C)[CH3:15])=[O:12])=[N-]>C([O-])(=O)C.[Rh+3].C([O-])(=O)C.C([O-])(=O)C>[C:18]([O-:20])(=[O:19])[CH2:10][C:11]([O-:13])=[O:12].[CH3:10][CH2:11][O:13][CH2:14][CH3:15] |f:2.3.4.5,6.7|. Procedure: Alkylation of phenol E-4 (from Chart E) is accomplished by a carbenoid insertion reaction with di-t-butyl diazomalonate (Synthesis 1974, 347) catalyzed by rhodium acetate (J. Med. Chem. 1995, 38:4270), affording malonate ether I-1. Removal of the t-butyl esters is accomplished with trifluroacetic acid in methylene chloride, and the benzyl ester is removed by hydrogenolysis, affording the desired triacid I-3. Starting materials: 360, C(=O)O (formic acid), N=1CCN2C1SC1=C2C=CC=C1N (2,3-dihydroimidazo[2,1-b]benzothiazol-8-amine), [BH4-].[Na+] (sodium borohydride), [OH-].[NH4+] (ammonium hydroxide). Solvent: O (water). Reaction conditions: time 8 hour. The product is N=1CCN2C1SC1=C2C=CC=C1NC=O (N-(2,3-dihydroimidazo[2,1-b]benzothiazol-8-yl)formamide). RXN SMILES: [CH:1]([OH:3])=O.[N:4]1[CH2:5][CH2:6][N:7]2[C:11]3[CH:12]=[CH:13][CH:14]=[C:15]([NH2:16])[C:10]=3[S:9][C:8]=12.[BH4-].[Na+].[OH-].[NH4+]>O>[N:4]1[CH2:5][CH2:6][N:7]2[C:11]3[CH:12]=[CH:13][CH:14]=[C:15]([NH:16][CH:1]=[O:3])[C:10]=3[S:9][C:8]=12 |f:2.3,4.5|. Procedure: To a stirred mixture of 360 parts of formic acid and 7.5 parts of 2,3-dihydroimidazo[2,1-b]benzothiazol-8-amine are added portionwise, during a 2 hours-period, 14.7 parts of sodium borohydride while nitrogen gas is introduced and the temperature is kept at about 30° C. Upon completion, stirring is continued first for 1 hour at about 60° C. and further overnight at room temperature. 200 Parts of water are added to the reaction mixture and the whole is alkalized with ammonium hydroxide at a temper... The reactants are OC(CN)C1=CC(=CC=C1)CC (2-hydroxy-2-(3-ethylphenyl)ethanamine), CC1=CC=C(C=C1)CC(C)=O ((4-methylphenyl)propanone). The product is CC1=CC=C(C=C1)CC(C)NCC(C1=CC(=CC=C1)CC)O (N-(2-(4-Methylphenyl)-1-methylethyl)-2-hydroxy-2-(3-ethylphenyl)ethanamine). As a reaction SMILES: [OH:1][CH:2]([C:5]1[CH:10]=[CH:9][CH:8]=[C:7]([CH2:11][CH3:12])[CH:6]=1)[CH2:3][NH2:4].[CH3:13][C:14]1[CH:19]=[CH:18][C:17]([CH2:20][C:21](=O)[CH3:22])=[CH:16][CH:15]=1>>[CH3:13][C:14]1[CH:19]=[CH:18][C:17]([CH2:20][CH:21]([NH:4][CH2:3][CH:2]([OH:1])[C:5]2[CH:10]=[CH:9][CH:8]=[C:7]([CH2:11][CH3:12])[CH:6]=2)[CH3:22])=[CH:16][CH:15]=1. Reported procedure: The title compound was prepared as described in Example 3 using 2-hydroxy-2-(3-ethylphenyl)ethanamine and (4-methylphenyl)propanone. The residual oil was chromatographed on Kieselgel 60. Elution with 2% methanolchloroform gave the title compound, isolated as the hydrochloride salt, as a 54:46 mixture of diastereoisomers m.p. 97-104. τ(d6DMSO) 8.85 (3H, d, J=6 Hz), 8.8 (3H, d, J=6 Hz), 7.7 (3H, s), 7.4 (2H, q, =6 Hz), 6.3-7.2 (5H, m), 4.9 (1H, m), 3.8 (1H, broad, disappears with D2O), 2.8 (4H, s)... The reactants are CC(C)(CO)OC(=O)N1CC2CC(CN(Cc3ccccc3)C2)C1, N#Cc1ccc(OCC2CO2)cc1. Product: CC(C)(CO)OC(=O)N1CC2CC(CN(CC(O)COc3ccc(C#N)cc3)C2)C1. As a reaction SMILES: [CH2:1]([c:2]1[cH:3][cH:4][cH:5][cH:6][cH:7]1)[N:8]1[CH2:9][CH:10]2[CH2:11][N:12]([C:17](=[O:18])[O:19][C:20]([CH2:21][OH:22])([CH3:23])[CH3:24])[CH2:13][CH:14]([CH2:15]1)[CH2:16]2.[O:25]1[CH:26]([CH2:28][O:29][c:30]2[cH:31][cH:32][c:33]([C:34]#[N:35])[cH:36][cH:37]2)[CH2:27]1>>[CH2:1]([N:8]1[CH2:9][CH:10]2[CH2:11][N:12]([C:17](=[O:18])[O:19][C:20]([CH2:21][OH:22])([CH3:23])[CH3:24])[CH2:13][CH:14]([CH2:15]1)[CH2:16]2)[CH:26]([OH:25])[CH2:28][O:29][c:30]1[cH:31][cH:32][c:33]([C:34]#[N:35])[cH:36][cH:37]1.